This data is from the Open Reaction Database (ORD), a public repository of structured organic reaction records. The task is: describe an organic reaction: reactants, conditions, products, and yield Yields the product COc1ncc2nc(NC3=NCC4(CN5CCC4CC5)O3)sc2n1. Starting materials: O=C([O-])[O-], COc1ncc2nc(N=C(SC)SC)sc2n1, Cl, Cl, [Cs+], [Cs+], NCC1(O)CN2CCC1CC2, CN(C)C=O, O. Reaction SMILES: [C:31](=[O:32])([O-:33])[O-:34].[CH3:1][O:2][c:3]1[n:4][cH:5][c:6]2[c:7]([n:8]1)[s:9][c:10]([N:12]=[C:13]([S:14][CH3:15])[S:16][CH3:17])[n:11]2.[ClH:18].[ClH:19].[Cs+:35].[Cs+:36].[NH2:20][CH2:21][C:22]1([OH:30])[CH2:23][N:24]2[CH2:25][CH2:26][CH:27]1[CH2:28][CH2:29]2.[O:38]=[CH:39][N:40]([CH3:41])[CH3:42].[OH2:37]>>[CH3:1][O:2][c:3]1[n:4][cH:5][c:6]2[c:7]([n:8]1)[s:9][c:10]([NH:12][C:13]1=[N:20][CH2:21][C:22]3([CH2:23][N:24]4[CH2:25][CH2:26][CH:27]3[CH2:28][CH2:29]4)[O:30]1)[n:11]2. The reactants are C1(C=2C(C(N1CC1=CC=C(C=C1)C=CC1=CC=C(C#N)C=C1)=O)=CC=CC2)=O (4-[2-(4-phthalimidomethylphenyl)ethenyl]benzonitrile). The reagents and catalysts are [C].[Pd] (palladium-carbon). Run in C(Cl)(Cl)Cl (chloroform). Yields the product C1(C=2C(C(N1CC1=CC=C(C=C1)CCC1=CC=C(C#N)C=C1)=O)=CC=CC2)=O (4-[2-(4-phthalimidomethylphenyl)ethyl]benzonitrile). Isolated yield 93.9%. As a reaction SMILES: [C:1]1(=[O:28])[N:5]([CH2:6][C:7]2[CH:12]=[CH:11][C:10]([CH:13]=[CH:14][C:15]3[CH:22]=[CH:21][C:18]([C:19]#[N:20])=[CH:17][CH:16]=3)=[CH:9][CH:8]=2)[C:4](=[O:23])[C:3]2=[CH:24][CH:25]=[CH:26][CH:27]=[C:2]12>C(Cl)(Cl)Cl.[C].[Pd]>[C:4]1(=[O:23])[N:5]([CH2:6][C:7]2[CH:8]=[CH:9][C:10]([CH2:13][CH2:14][C:15]3[CH:22]=[CH:21][C:18]([C:19]#[N:20])=[CH:17][CH:16]=3)=[CH:11][CH:12]=2)[C:1](=[O:28])[C:2]2=[CH:27][CH:26]=[CH:25][CH:24]=[C:3]12 |f:2.3|. Reported procedure: Catalytic reduction of a solution of 9 g of 4-[2-(4-phthalimidomethylphenyl)ethenyl]benzonitrile in 300 ml of chloroform was carried out with 2 g of a 5% palladium-carbon as catalyst. The reaction mixture was filtered from the spent catalyst and the filtrate was concentrated under reduced pressure. Ether was added to the residue and the precipitated crystals were collected by filtration to obtain 8.5 g of 4-[2-(4-phthalimidomethylphenyl)ethyl]benzonitrile; m.p. 194°-197° C. Reactants: C(C)(C)(C)NS(=O)(=O)C1=CN(C=C1)CC1CCCCC1 (N-(tert-Butyl)-1-(cyclohexylmethyl)-1H-pyrrole-3-sulfonamide), C1CC(=O)N(C1=O)Br (NBS). Run in C1CCOC1 (THF). Run at time 30 minute. The product is BrC1=CC(=CN1CC1CCCCC1)S(=O)(=O)NC(C)(C)C (5-Bromo-N-(tert-butyl)-1-(cyclohexylmethyl)-1H-pyrrole-3-sulfonamide). Isolated yield 84.6%. Reaction SMILES: [C:1]([NH:5][S:6]([C:9]1[CH:13]=[CH:12][N:11]([CH2:14][CH:15]2[CH2:20][CH2:19][CH2:18][CH2:17][CH2:16]2)[CH:10]=1)(=[O:8])=[O:7])([CH3:4])([CH3:3])[CH3:2].C1C(=O)N([Br:28])C(=O)C1>C1COCC1>[Br:28][C:12]1[N:11]([CH2:14][CH:15]2[CH2:20][CH2:19][CH2:18][CH2:17][CH2:16]2)[CH:10]=[C:9]([S:6]([NH:5][C:1]([CH3:4])([CH3:2])[CH3:3])(=[O:8])=[O:7])[CH:13]=1. Procedure details: To a stirred mixture of compound 27e (280 mg, 0.94 mmol) in dry THF (3 mL) was added NBS (200 mg, 1.13 mmol) at −78° C. and the solution was stirred at this temperature for 30 min, quenched with water and extracted with EA twice. The combined organic layers were washed with water (3×) and brine, concentrated and purified by CC (PE/EA=5/1) to give compound 27f (300 mg, 85%) as an oil. Reactants: FC1=CC(=C(C(=O)N2CC2)C=C1)OC (1-(4-fluoro-2-methoxybenzoyl)-aziridine), ClC1=CC=C(C=C1)C1(CCNCC1)O (4-(4-chlorophenyl)-4-piperidinol), CO (methanol). Solvent: C1=CC=CC=C1 (benzene), C1=CC=CC=C1 (benzene). The product is ClC1=CC=C(C=C1)C1(CCN(CC1)CCNC(C1=C(C=C(C=C1)F)OC)=O)O (N-{2-[4-(4-chlorophenyl)-4- hydroxy-1-piperidinyl]ethyl}-4-fluoro-2-methoxybenzamide). As a reaction SMILES: [F:1][C:2]1[CH:12]=[CH:11][C:5]([C:6]([N:8]2[CH2:10][CH2:9]2)=[O:7])=[C:4]([O:13][CH3:14])[CH:3]=1.[Cl:15][C:16]1[CH:21]=[CH:20][C:19]([C:22]2([OH:28])[CH2:27][CH2:26][NH:25][CH2:24][CH2:23]2)=[CH:18][CH:17]=1.CO>C1C=CC=CC=1>[Cl:15][C:16]1[CH:21]=[CH:20][C:19]([C:22]2([OH:28])[CH2:23][CH2:24][N:25]([CH2:9][CH2:10][NH:8][C:6](=[O:7])[C:5]3[CH:11]=[CH:12][C:2]([F:1])=[CH:3][C:4]=3[O:13][CH3:14])[CH2:26][CH2:27]2)=[CH:18][CH:17]=1. Procedure details: A mixture of 8 parts of 1-(4-fluoro-2-methoxybenzoyl)-aziridine, 3.7 parts of 4-(4-chlorophenyl)-4-piperidinol, 54 parts of benzene and 8 parts of methanol is stirred and refluxed for 1.50 hours. The reaction mixture is cooled to room temperature and 90 parts of benzene are added. The whole is washed with water and the layers are separated. The organic phase is dried, filtered and evaporated. The residue is crystallized from 2-propanone. The product is filtered off and dried, yielding 3.5 parts ... Starting materials: C(C)(=O)OC(C)=O (acetic anhydride), pure product, S(O)(O)(=O)=O (sulfuric acid), NC=1C(=C(C(=C(C(=O)Cl)C1I)I)C(=O)Cl)I (5-amino-2,4,6-triiodoisophthaloyl chloride). The solvent is C1=CC=CC=C1.CC(=O)C (benzene acetone). Conditions: time 1 hour. Yields the product C(C)(=O)NC=1C(=C(C(=C(C(=O)Cl)C1I)I)C(=O)Cl)I (5-Acetamido-2,4,6-triiodoisophthaloyl chloride). As a reaction SMILES: [C:1](OC(=O)C)(=[O:3])[CH3:2].S(=O)(=O)(O)O.[NH2:13][C:14]1[C:15]([I:28])=[C:16]([C:25]([Cl:27])=[O:26])[C:17]([I:24])=[C:18]([C:22]=1[I:23])[C:19]([Cl:21])=[O:20]>C1C=CC=CC=1.CC(C)=O>[C:1]([NH:13][C:14]1[C:22]([I:23])=[C:18]([C:19]([Cl:21])=[O:20])[C:17]([I:24])=[C:16]([C:15]=1[I:28])[C:25]([Cl:27])=[O:26])(=[O:3])[CH3:2] |f:3.4|. Procedure details: A mixture of 50 ml. of acetic anhydride and 0.1 ml. of conc. sulfuric acid was stirred at room temperature for 5 minutes. To this mixture was added 15 g. (0.025 mole) of 5-amino-2,4,6-triiodoisophthaloyl chloride in one portion and stirring was continued at room temperature for one hour. The mixture was stored overnight at 0°. Filtration furnished 16 g. of solid material. The product was recrystallized from ethyl acetate to furnish 10 g. (63%) of pure product. The compound was shown to be pure b... The reactants are [H-].[Na+] (NaH), C(C)(=O)C1=C(NC2=CC=CC=C12)Cl (3-Acetyl-2-chloroindole), O (Water), CI (methyl iodide). The solvent is C1CCOC1 (THF). Reaction conditions: time 3 day. Product: C(C)(=O)C1=C(N(C2=CC=CC=C12)C)Cl (3-Acetyl-2-chloro-1-methylindole). RXN SMILES: [H-].[Na+].[C:3]([C:6]1[C:14]2[C:9](=[CH:10][CH:11]=[CH:12][CH:13]=2)[NH:8][C:7]=1[Cl:15])(=[O:5])[CH3:4].[CH3:16]I.O>C1COCC1>[C:3]([C:6]1[C:14]2[C:9](=[CH:10][CH:11]=[CH:12][CH:13]=2)[N:8]([CH3:16])[C:7]=1[Cl:15])(=[O:5])[CH3:4] |f:0.1|. Reported procedure: To a slurry of 310 mg of NaH in 15 ml THF was added 1 g of (75), and then 625 μl of methyl iodide. The reaction was left with stirring for 3 days. Water was added, the product extracted with diethylether, and the ether phase dried and evaporated to dryness to give (76). Yield 870 mg.